From a dataset of the Open Reaction Database (ORD), a public repository of structured organic reaction records. describe an organic reaction: reactants, conditions, products, and yield The reactants are CC(=O)Cl, CCO, Cc1ccncc1, CC(=O)OC(C)=O. Product: CC(=O)Cc1ccncc1. RXN SMILES: [CH3:15][C:16](=[O:17])[Cl:18].[CH3:19][CH2:20][OH:21].[CH3:1][c:2]1[cH:3][cH:4][n:5][cH:6][cH:7]1.[CH3:8][C:9](=[O:10])[O:11][C:12](=[O:13])[CH3:14]>>[CH2:1]([c:2]1[cH:3][cH:4][n:5][cH:6][cH:7]1)[C:9]([CH3:8])=[O:10]. Run in C1CCOC1 (THF). The product is ClC1=C2C=CC=C(C2=CC2=CC=CC=C12)CO (10-chloro-1-anthracenemethanol). Yield: 81.6%. Reactants: ClC1=C2C=CC=C(C2=CC2=CC=CC=C12)C(=O)OCC (Ethyl 10-chloroanthracene-1-carboxylate), [Li+].[BH4-] (LiBH4), Cl (HCl), ice water. RXN SMILES: [Cl:1][C:2]1[C:15]2[C:10](=[CH:11][CH:12]=[CH:13][CH:14]=2)[CH:9]=[C:8]2[C:3]=1[CH:4]=[CH:5][CH:6]=[C:7]2[C:16](OCC)=[O:17].[Li+].[BH4-].Cl>C1COCC1>[Cl:1][C:2]1[C:15]2[C:10](=[CH:11][CH:12]=[CH:13][CH:14]=2)[CH:9]=[C:8]2[C:3]=1[CH:4]=[CH:5][CH:6]=[C:7]2[CH2:16][OH:17] |f:1.2|. Procedure details: A solution of ethyl 10-chloroanthracene-1-carboxylate (37B, 14.86 g, 0.052 mol) in THF (300 mL) was treated with LiBH4 (Alfa, 1.14 g, 0.052 mol) and refluxed for 16 h. The reaction mixture was poured into ice water and acidified with conc. HCl to pH=2. The solid was filtered, washed with H2O (500 mL), air dried and then chromatographed on a plug of SiO2 (500 g) using EtOAc as the eluting solvent. The solvent was removed by rotary evaporation to give a solid, which was crystallized from CCl4 to g... The solvent is CO (methanol), CO (Methanol). Yields the product O=S1(CCN(CC1)C1=C2C=CC=NC2=C(C(=N1)C1=NN=C(N1)CC1=CC=C(C=C1)F)O)=O (5-(1,1-dioxidothiomorpholin-4-yl)-7-[5-(4-fluorobenzyl)-4H-1,2,4-triazol-3-yl]-1,6-naphthyridin-8-ol). Reactants: FC1=CC=C(CC=2NC(=NN2)C2=NC(=C3C=CC=NC3=C2O)N2CCSCC2)C=C1 (7-[5-(4-fluorobenzyl)-4H-1,2,4-triazol-3-yl]-5-thiomorpholin-4-yl-1,6-naphthyridin-8-ol), OOS(=O)[O-].[K+] (Oxone), solution, C(Cl)(Cl)Cl (chloroform). Isolated yield 25.9%. Procedure: A 100 mL flask was charged with 7-[5-(4-fluorobenzyl)-4H-1,2,4-triazol-3-yl]-5-thiomorpholin-4-yl-1,6-naphthyridin-8-ol (26 mg, 0.062 mmol). Methanol (15 mL) and chloroform (˜3 mL to dissolve insoluble solids) were added, followed by a freshly prepared 0.16 M solution of Oxone (0.75 mL, 0.12 mmol) in methanol. The solution was stirred for 14 hours at room temperature. The reaction mixture was concentrated in vacuo, diluted with dichloromethane and extracted twice. The combined organics were conc... As a reaction SMILES: [F:1][C:2]1[CH:30]=[CH:29][C:5]([CH2:6][C:7]2[NH:8][C:9]([C:12]3[C:21]([OH:22])=[C:20]4[C:15]([CH:16]=[CH:17][CH:18]=[N:19]4)=[C:14]([N:23]4[CH2:28][CH2:27]S[CH2:25][CH2:24]4)[N:13]=3)=[N:10][N:11]=2)=[CH:4][CH:3]=1.C(Cl)(Cl)Cl.O[O:36][S:37]([O-:39])=O.[K+]>CO>[O:36]=[S:37]1(=[O:39])[CH2:27][CH2:28][N:23]([C:14]2[N:13]=[C:12]([C:9]3[NH:8][C:7]([CH2:6][C:5]4[CH:4]=[CH:3][C:2]([F:1])=[CH:30][CH:29]=4)=[N:11][N:10]=3)[C:21]([OH:22])=[C:20]3[C:15]=2[CH:16]=[CH:17][CH:18]=[N:19]3)[CH2:24][CH2:25]1 |f:2.3|. Run at time 14 hour. Reactants: CC1=CC=C(C=C1)C=1C(=CC=CC1)C(=O)NC1=CC=C(C(=O)N(C2=C(C=CC=C2)CO)C)C=C1 (4-(4′-methylbiphenyl-2-carboxamido)-N-methyl-N-(2-hydroxymethylphenyl)benzamide), C(C)(=O)OC(C)=O (acetic anhydride), C(C)OCC (diethyl ether). The solvent is N1=CC=CC=C1 (pyridine). Conditions: time 3 day. The product is CC1=CC=C(C=C1)C=1C(=CC=CC1)C(=O)NC1=CC=C(C(=O)N(C2=C(C=CC=C2)COC(C)=O)C)C=C1 (4-(4′-methylbiphenyl-2-carboxamido)-N-methyl-N-(2-acetoxymethylphenyl)benzamide). The yield is 96.0%. As a reaction SMILES: [CH3:1][C:2]1[CH:7]=[CH:6][C:5]([C:8]2[C:9]([C:14]([NH:16][C:17]3[CH:34]=[CH:33][C:20]([C:21]([N:23]([CH3:32])[C:24]4[CH:29]=[CH:28][CH:27]=[CH:26][C:25]=4[CH2:30][OH:31])=[O:22])=[CH:19][CH:18]=3)=[O:15])=[CH:10][CH:11]=[CH:12][CH:13]=2)=[CH:4][CH:3]=1.[C:35](OC(=O)C)(=[O:37])[CH3:36].C(OCC)C>N1C=CC=CC=1>[CH3:1][C:2]1[CH:3]=[CH:4][C:5]([C:8]2[C:9]([C:14]([NH:16][C:17]3[CH:18]=[CH:19][C:20]([C:21]([N:23]([CH3:32])[C:24]4[CH:29]=[CH:28][CH:27]=[CH:26][C:25]=4[CH2:30][O:31][C:35](=[O:37])[CH3:36])=[O:22])=[CH:33][CH:34]=3)=[O:15])=[CH:10][CH:11]=[CH:12][CH:13]=2)=[CH:6][CH:7]=1. Reported procedure: A mixture of 4-(4′-methylbiphenyl-2-carboxamido)-N-methyl-N-(2-hydroxymethylphenyl)benzamide (100 mg) and acetic anhydride (34 mg) in pyridine (5 ml) was stirred at ambient temperature for 3 days and the solvent was evaporated in vacuo. The residue was dissolved in chloroform and the organic solution was washed successively with 1N hydrochloric acid, water and brine, and dried over magnesium sulfate. The solvent was evaporated in vacuo to give an oil and the oil was solidified with diethyl ether... Reactants: CI (Methyl iodide), [Li+].CC(C)[N-]C(C)C (LDA), CN1CCCN(C1=O)C (DMPU), COC1=CC=C(C=C1)CCC(=O)OC(C)(C)C (Tert-butyl 3-(4-methoxyphenyl)propanoate). Solvent: C1CCOC1 (THF), C1CCOC1 (THF). Reaction conditions: temperature -78 celsius, time 1 hour. Product: COC1=CC=C(C=C1)CC(C(=O)OC(C)(C)C)C (tert-butyl 3-(4-methoxyphenyl)-2-methylpropanoate). As a reaction SMILES: [Li+].[CH3:2]C([N-]C(C)C)C.CN1C(=O)N(C)CCC1.[CH3:18][O:19][C:20]1[CH:25]=[CH:24][C:23]([CH2:26][CH2:27][C:28]([O:30][C:31]([CH3:34])([CH3:33])[CH3:32])=[O:29])=[CH:22][CH:21]=1.CI>C1COCC1>[CH3:18][O:19][C:20]1[CH:25]=[CH:24][C:23]([CH2:26][CH:27]([CH3:2])[C:28]([O:30][C:31]([CH3:34])([CH3:33])[CH3:32])=[O:29])=[CH:22][CH:21]=1 |f:0.1|. Reported procedure: An oven dried flask was charged with THF (40 mL) under nitrogen and cooled to −78° C. and 2M LDA in THF (7.62 mL, 15.23 mmol) was added dropwise followed by DMPU (8 mL, 6.09 mmol). Tert-butyl 3-(4-methoxyphenyl)propanoate (1.44 g, 6.09 mmol) was added by cannula in THF (4×5 mL), and the reaction was stirred at −78° C. for 1 hr. Methyl iodide (1.143 mL, 18.28 mmol) was added dropwise, and the reaction was stirred 30 minutes at −78° C. and then warmed to room temperature for 1 hr. The reaction was... Reactants: CCN(CC)CCCCCN, C1CCOC1, CC1(C)CN1P(=O)(Cl)N1CC1(C)C. Product: CCN(CC)CCCCCNP(=O)(N1CC1(C)C)N1CC1(C)C. Reaction SMILES: [CH2:14]([CH3:15])[N:16]([CH2:17][CH2:18][CH2:19][CH2:20][CH2:21][NH2:22])[CH2:23][CH3:24].[CH2:25]1[O:26][CH2:27][CH2:28][CH2:29]1.[CH3:1][C:2]1([CH3:13])[N:3]([P:5](=[O:6])([N:7]2[C:8]([CH3:10])([CH3:11])[CH2:9]2)[Cl:12])[CH2:4]1>>[CH3:1][C:2]1([CH3:13])[N:3]([P:5](=[O:6])([N:7]2[C:8]([CH3:10])([CH3:11])[CH2:9]2)[NH:22][CH2:21][CH2:20][CH2:19][CH2:18][CH2:17][N:16]([CH2:14][CH3:15])[CH2:23][CH3:24])[CH2:4]1.